Task: describe an organic reaction: reactants, conditions, products, and yield. Dataset: the Open Reaction Database (ORD), a public repository of structured organic reaction records The reactants are ClC1=NC=C(C(=O)NC2=CC(=C(C=C2)C)I)C=C1 (6-chloro-N-(3-iodo-4-methyl-phenyl)-nicotinamide), C(=O)(OC(C)(C)C)N[C@H]1CNCC1 ((+)-(R)-3-(Boc-amino)pyrrolidine), C(C)(C)(C)OC(=O)N1CCN(CC1)C1=NC=C(C=C1)C(NC1=CC(=C(C=C1)C)I)=O (4-[5-(3-iodo-4-methyl-phenylcarbamoyl)-pyridin-2-yl]-piperazine-1-carboxylic acid tert-butyl ester). The product is C(C)(C)(C)OC(N[C@H]1CN(CC1)C1=NC=C(C=C1)C(NC1=CC(=C(C=C1)C)I)=O)=O ({(R)-1-[5-(3-Iodo-4-methyl-phenylcarbamoyl)-pyridin-2-yl]-pyrrolidin-3-yl}-carbamic acid tert-butyl ester). As a reaction SMILES: ClC1C=CC(C(NC2C=CC(C)=C(I)C=2)=O)=CN=1.C(N[C@@H]1CCNC1)(OC(C)(C)C)=O.[C:32]([O:36][C:37]([N:39]1[CH2:44][CH2:43][N:42]([C:45]2[CH:50]=[CH:49][C:48]([C:51](=[O:61])[NH:52][C:53]3[CH:58]=[CH:57][C:56]([CH3:59])=[C:55]([I:60])[CH:54]=3)=[CH:47][N:46]=2)[CH2:41][CH2:40]1)=[O:38])([CH3:35])([CH3:34])[CH3:33]>>[C:32]([O:36][C:37](=[O:38])[NH:39][C@@H:40]1[CH2:44][CH2:43][N:42]([C:45]2[CH:50]=[CH:49][C:48]([C:51](=[O:61])[NH:52][C:53]3[CH:58]=[CH:57][C:56]([CH3:59])=[C:55]([I:60])[CH:54]=3)=[CH:47][N:46]=2)[CH2:41]1)([CH3:35])([CH3:34])[CH3:33]. Procedure details: {(R)-1-[5-(3-Iodo-4-methyl-phenylcarbamoyl)-pyridin-2-yl]-pyrrolidin-3-yl}-carbamic acid tert-butyl ester was prepared from 6-chloro-N-(3-iodo-4-methyl-phenyl)-nicotinamide and (+)-(R)-3-(Boc-amino)pyrrolidine following a method similar to the one described in the synthesis of 4-[5-(3-iodo-4-methyl-phenylcarbamoyl)-pyridin-2-yl]-piperazine-1-carboxylic acid tert-butyl ester above. The product was isolated after a silica gel column purification and a precipitation out of THF with excess of hexane... Run in O1CCOCC1 (1,4-dioxane). Reported procedure: A solution of the product of Example 459A (0.0053 g, 0.0082 mmol) in a solution of hydrogen chloride in 1,4-dioxane (4 N, 3 mL) and stirred at 25° C. and stirred for 18 hours. The solvent was removed under reduced pressure to give the title compound as the hydrochloride salt (4 mg, 89%). 1H NMR (300 MHz, DMSO-d6) δ 0.99 (d, J=6.62 Hz, 6 H) 1.56 (m, 2 H) 1.68 (m, 1 H) 2.89 (m, 2 H) 3.10 (m, 2 H) 4.49 (m, 2 H) 7.51 (m, 2 H) 7.62 (d, J=2.21 Hz, 1 H) 7.74 (d, J=8.82 Hz, 1 H) 7.79 (s, 2 H) 8.03 (t, J... Yield: 89.0%. Run at time 18 hour. Reactants: OC1=C(C(N(C2=NC=CC=C12)CCC(C)C)=O)C1=NS(C2=C(N1)C=CC(=C2)NS(=O)(=O)NCCNC(OC(C)(C)C)=O)(=O)=O (tert-butyl 2-[({[3-(4-hydroxy-1-isopentyl-2-oxo-1,2-dihydro[1,8]naphthyridin-3-yl)-1,1-dioxido-4H-1,2,4-benzothiadiazin-7-yl]amino}sulfonyl)amino]ethylcarbamate), Cl (hydrogen chloride). Product: NCCNS(=O)(=O)NC1=CC2=C(NC(=NS2(=O)=O)C=2C(N(C3=NC=CC=C3C2O)CCC(C)C)=O)C=C1 (N-(2-aminoethyl)-N′-[3-(4-hydroxy-1-isopentyl-2-oxo-1,2-dihydro[1,8]naphthyridin-3-yl)-1,1-dioxido-4H-1,2,4-benzothiadiazin-7-yl]sulfamide), hydrochloride salt. Reaction SMILES: [OH:1][C:2]1[C:11]2[C:6](=[N:7][CH:8]=[CH:9][CH:10]=2)[N:5]([CH2:12][CH2:13][CH:14]([CH3:16])[CH3:15])[C:4](=[O:17])[C:3]=1[C:18]1[NH:23][C:22]2[CH:24]=[CH:25][C:26]([NH:28][S:29]([NH:32][CH2:33][CH2:34][NH:35]C(=O)OC(C)(C)C)(=[O:31])=[O:30])=[CH:27][C:21]=2[S:20](=[O:44])(=[O:43])[N:19]=1.Cl>O1CCOCC1>[NH2:35][CH2:34][CH2:33][NH:32][S:29]([NH:28][C:26]1[CH:25]=[CH:24][C:22]2[NH:23][C:18]([C:3]3[C:4](=[O:17])[N:5]([CH2:12][CH2:13][CH:14]([CH3:16])[CH3:15])[C:6]4[C:11]([C:2]=3[OH:1])=[CH:10][CH:9]=[CH:8][N:7]=4)=[N:19][S:20](=[O:43])(=[O:44])[C:21]=2[CH:27]=1)(=[O:30])=[O:31].